Dataset: the Open Reaction Database (ORD), a public repository of structured organic reaction records. Task: describe an organic reaction: reactants, conditions, products, and yield Reactants: C(C)OC(=O)C1=CC=C(C=C1)C1=C(C(=C(C=C1)OCCCCC(C(C(C(F)(F)F)(F)F)(F)F)(F)F)F)F (2′,3′-Difluoro-4′-(5,5,6,6,7,7,8,8,8-nonafluoro-octyloxy)-biphenyl-4-carboxylic Acid Ethyl Ester), [OH-].[K+] (potassium hydroxide). Solvent: O.C(C)O (water ethanol). The product is FC1=C(C=CC(=C1F)OCCCCC(C(C(C(F)(F)F)(F)F)(F)F)(F)F)C1=CC=C(C=C1)C(=O)O (2′,3′-difluoro-4′-(5,5,6,6,7,7,8,8,8-nonafluoro-octyloxy)-biphenyl-4-carboxylic acid), solid. Isolated yield 80.0%. Reaction SMILES: C([O:3][C:4]([C:6]1[CH:11]=[CH:10][C:9]([C:12]2[CH:17]=[CH:16][C:15]([O:18][CH2:19][CH2:20][CH2:21][CH2:22][C:23]([F:35])([F:34])[C:24]([F:33])([F:32])[C:25]([F:31])([F:30])[C:26]([F:29])([F:28])[F:27])=[C:14]([F:36])[C:13]=2[F:37])=[CH:8][CH:7]=1)=[O:5])C.[OH-].[K+]>O.C(O)C>[F:37][C:13]1[C:14]([F:36])=[C:15]([O:18][CH2:19][CH2:20][CH2:21][CH2:22][C:23]([F:34])([F:35])[C:24]([F:32])([F:33])[C:25]([F:30])([F:31])[C:26]([F:29])([F:27])[F:28])[CH:16]=[CH:17][C:12]=1[C:9]1[CH:10]=[CH:11][C:6]([C:4]([OH:5])=[O:3])=[CH:7][CH:8]=1 |f:1.2,3.4|. Procedure details: A solution of 2′,3′-difluoro-4′-(5,5,6,6,7,7,8,8,8-nonafluoro-octyloxy)-biphenyl-4-carboxylic acid ethyl ester (13A) (1 equi.) and potassium hydroxide (3.5 equi.) in water-ethanol (1:1) (25 mL/mmole) was stirred at 80 C temperature for 2 h., cooled to room temperature, quenched with hydrochloric acid (5%). The resulting white solid was filtered, washed with water, and dried under vacuum to give 2′,3′-difluoro-4′-(5,5,6,6,7,7,8,8,8-nonafluoro-octyloxy)-biphenyl-4-carboxylic acid (14 A) as a white... Solvent: C(C)#N (acetonitrile). Yield: 23.8%. Product: N(=[N+]=[N-])C1=CC=C(COC(=O)NCCC[C@H](C(=O)O[C@@H]2[C@@H](O[C@H]([C@@H]2O)N2C3=NC=NC(=C3N=C2)N)COP(=O)(O)O[C@@H]2[C@H](O[C@H](C2)N2C(N=C(C=C2)N)=O)COP(=O)(O)O)NC(=O)OC(C)(C)C)C=C1 ((2S)-(2R,3S,4R,5R)-2-((((((2R,3S,5R)-5-(4-amino-2-oxopyrimidin-1(2H)-yl)-2-((phosphonooxy)methyl)tetrahydrofuran-3-yl)oxy)(hydroxy)phosphoryl)oxy)methyl)-5-(6-amino-9H-purin-9-yl)-4-hydroxytetrahydrofuran-3-yl 5-((((4-azidobenzyl)oxy)carbonyl)amino)-2-((tert-butoxycarbonyl)amino)pentanoate). Reported procedure: A solution of ((2R,3S,5R)-5-(4-amino-2-oxopyrimidin-1(2H)-yl)-3-(((((2R,3S,4R,5R)-5-(6-amino-9H-purin-9-yl)-3,4-dihydroxytetrahydrofuran-2-yl)methoxy) (hydroxy)phosphoryl)oxy)tetrahydrofuran-2-yl)methyl dihydrogenphosphate (Compound 1h) (143 mg, 0.224 mmol) and (S)-cyanomethyl 5-((((4-azidobenzyl)oxy)carbonyl)amino)-2-((tert-butoxycarbonyl)amino)pentanoate (Compound tk58) (400 mg, 0.896 mmol) in acetonitrile (1 mL) was added to buffer A (33 mL), and the mixture was stirred at room temperature fo... Reaction SMILES: C([N+](CCCC)(CCCC)CCCC)CCC.[P:18]([O:22][CH2:23][C@@H:24]1[C@@H:28]([O:29][P:30]([O:33][CH2:34][C@@H:35]2[C@@H:39]([OH:40])[C@@H:38]([OH:41])[C@H:37]([N:42]3[CH:50]=[N:49][C:48]4[C:43]3=[N:44][CH:45]=[N:46][C:47]=4[NH2:51])[O:36]2)([OH:32])=[O:31])[CH2:27][C@H:26]([N:52]2[CH:57]=[CH:56][C:55]([NH2:58])=[N:54][C:53]2=[O:59])[O:25]1)([OH:21])([OH:20])=[O:19].[N:60]([C:63]1[CH:91]=[CH:90][C:66]([CH2:67][O:68][C:69]([NH:71][CH2:72][CH2:73][CH2:74][C@H:75]([NH:82][C:83]([O:85][C:86]([CH3:89])([CH3:88])[CH3:87])=[O:84])[C:76](OCC#N)=[O:77])=[O:70])=[CH:65][CH:64]=1)=[N+:61]=[N-:62]>C(#N)C>[N:60]([C:63]1[CH:91]=[CH:90][C:66]([CH2:67][O:68][C:69]([NH:71][CH2:72][CH2:73][CH2:74][C@@H:75]([NH:82][C:83]([O:85][C:86]([CH3:87])([CH3:89])[CH3:88])=[O:84])[C:76]([O:40][C@H:39]2[C@@H:38]([OH:41])[C@H:37]([N:42]3[CH:50]=[N:49][C:48]4[C:43]3=[N:44][CH:45]=[N:46][C:47]=4[NH2:51])[O:36][C@H:35]2[CH2:34][O:33][P:30]([O:29][C@H:28]2[CH2:27][C@H:26]([N:52]3[CH:57]=[CH:56][C:55]([NH2:58])=[N:54][C:53]3=[O:59])[O:25][C@@H:24]2[CH2:23][O:22][P:18]([OH:21])([OH:20])=[O:19])([OH:32])=[O:31])=[O:77])=[O:70])=[CH:65][CH:64]=1)=[N+:61]=[N-:62] |f:0.1|. Run at time 1.5 hour. Reactants: C(CCC)[N+](CCCC)(CCCC)CCCC.P(=O)(O)(O)OC[C@H]1O[C@H](C[C@@H]1OP(=O)(O)OC[C@H]1O[C@H]([C@@H]([C@@H]1O)O)N1C2=NC=NC(=C2N=C1)N)N1C(N=C(C=C1)N)=O (((2R,3S,5R)-5-(4-Amino-2-oxopyrimidin-1(2H)-yl)-3-(((((2R,3S,4R,5R)-5-(6-amino-9H-purin-9-yl)-3,4-dihydroxytetrahydrofuran-2-yl)methoxy)(hydroxy)phosphoryl)oxy)tetrahydrofuran-2-yl)methyl dihydrogenphosphate tetrabutylammonium salt), C(CCC)[N+](CCCC)(CCCC)CCCC.P(=O)(O)(O)OC[C@H]1O[C@H](C[C@@H]1OP(=O)(O)OC[C@H]1O[C@H]([C@@H]([C@@H]1O)O)N1C2=NC=NC(=C2N=C1)N)N1C(N=C(C=C1)N)=O (((2R,3S,5R)-5-(4-Amino-2-oxopyrimidin-1(2H)-yl)-3-(((((2R,3S,4R,5R)-5-(6-amino-9H-purin-9-yl)-3,4-dihydroxytetrahydrofuran-2-yl)methoxy)(hydroxy)phosphoryl)oxy)tetrahydrofuran-2-yl)methyl dihydrogenphosphate tetrabutylammonium salt), N(=[N+]=[N-])C1=CC=C(COC(=O)NCCC[C@@H](C(=O)OCC#N)NC(=O)OC(C)(C)C)C=C1 ((S)-cyanomethyl 5-((((4-azidobenzyl)oxy)carbonyl)amino)-2-((tert-butoxycarbonyl)amino)pentanoate). Reactants: Cl (HCl), C(C)N1N=CC=2C1=NC(=C(C2NC2CCOCC2)CNC(CCC(=O)OC)=O)CC (methyl 4-({[1,6-diethyl-4-(tetrahydro-2H-pyran-4-ylamino)-1H-pyrazolo[3,4-b]pyridin-5-yl]methyl}amino)-4-oxobutanoate), [Li+].[OH-] (LiOH), O (water). Solvent: CO (methanol), [Cl-].[Na+].O (Brine). Reaction conditions: time 8 hour. The product is C(C)N1N=CC=2C1=NC(=C(C2NC2CCOCC2)CNC(CCC(=O)O)=O)CC (4-({[1,6-diethyl-4-(tetrahydro-2H-pyran-4-ylamino)-1H-pyrazolo[3,4-b]pyridin-5-yl]methyl}amino)-4-oxobutanoic acid). Yield: 69.4%. Reaction SMILES: [CH2:1]([N:3]1[C:7]2=[N:8][C:9]([CH2:29][CH3:30])=[C:10]([CH2:19][NH:20][C:21](=[O:28])[CH2:22][CH2:23][C:24]([O:26]C)=[O:25])[C:11]([NH:12][CH:13]3[CH2:18][CH2:17][O:16][CH2:15][CH2:14]3)=[C:6]2[CH:5]=[N:4]1)[CH3:2].[Li+].[OH-].O.Cl>[Cl-].[Na+].O.CO>[CH2:1]([N:3]1[C:7]2=[N:8][C:9]([CH2:29][CH3:30])=[C:10]([CH2:19][NH:20][C:21](=[O:28])[CH2:22][CH2:23][C:24]([OH:26])=[O:25])[C:11]([NH:12][CH:13]3[CH2:14][CH2:15][O:16][CH2:17][CH2:18]3)=[C:6]2[CH:5]=[N:4]1)[CH3:2] |f:1.2,5.6.7|. Reported procedure: A mixture of methyl 4-({[1,6-diethyl-4-(tetrahydro-2H-pyran-4-ylamino)-1H-pyrazolo[3,4-b]pyridin-5-yl]methyl}amino)-4-oxobutanoate (520 mg, 1.25 mmol), LiOH (261 mg, 6.23 mmol), water (3 mL) and methanol (6 mL) was stirred at room temperature overnight. The aqueous layer was acidified with 2 N HCl to PH<1. Brine (30 mL) was added to the solution. The aqueous layer was extracted with a mixture of DCM:IPA (4:1) twice. The combined organic layers were dried over sodium sulfate, filtered and then co... Reactants: C1CCOC1 (THF), C1(=CC=CC=C1)C=1C=C2C=C(NC2=CC1)CO ((5-Phenyl-indol-2-yl)-methanol), [N-]=C=O.COC([C@@H](N)CC1=CC=CC=C1)=O (phenylalanine methyl ester isocyanate). The solvent is C(C)N(CC)CC (triethylamine). The product is COC([C@@H](CC1=CC=CC=C1)NC(=O)OCC=1NC2=CC=C(C=C2C1)C1=CC=CC=C1)=O ((R)-2-(5-Phenyl-indol-2-ylmethoxycarbonylamino)-3-phenyl-propionic acid methyl ester). The yield is 44.3%. As a reaction SMILES: [C:1]1([C:7]2[CH:8]=[C:9]3[C:13](=[CH:14][CH:15]=2)[NH:12][C:11]([CH2:16][OH:17])=[CH:10]3)[CH:6]=[CH:5][CH:4]=[CH:3][CH:2]=1.[N-:18]=[C:19]=[O:20].[CH3:21][O:22][C:23](=[O:33])[C@H:24]([CH2:26][C:27]1[CH:32]=[CH:31][CH:30]=[CH:29][CH:28]=1)N.C1COCC1>C(N(CC)CC)C>[CH3:21][O:22][C:23](=[O:33])[C@H:24]([NH:18][C:19]([O:17][CH2:16][C:11]1[NH:12][C:13]2[C:9]([CH:10]=1)=[CH:8][C:7]([C:1]1[CH:2]=[CH:3][CH:4]=[CH:5][CH:6]=1)=[CH:15][CH:14]=2)=[O:20])[CH2:26][C:27]1[CH:28]=[CH:29][CH:30]=[CH:31][CH:32]=1 |f:1.2|. Procedure: A mixture of (5-phenyl-indol-2-yl)-methanol 45 (0.259 g, 1.16 mmole), (R)-2-isocyanato-3-phenyl-propionic acid methyl ester 5 (0.286 g, 1.39 mmole), in triethylamine (0.37 ml), and THF (10 ml) was heated to 50° C. under a nitrogen atmosphere for 22 hrs. The solvent was evaporated and the residue was purified by chromatography to give about 0.220 g of (R)-2-(5-phenyl-indol-2-ylmethoxycarbonylamino)-3-phenyl-propionic acid methyl ester 46, mp. 142 -143° C. Starting materials: COC1CN(CCCc2nc3cc4c(cc3[n+]([O-])n2)CCC4)C1, ClCCl, O=C(O)C(F)(F)F, O=C(OC(=O)C(F)(F)F)C(F)(F)F, N, OO. Product: COC1CN(CCCc2n[n+]([O-])c3cc4c(cc3[n+]2[O-])CCC4)C1. Reaction SMILES: [CH3:16][O:17][CH:18]1[CH2:19][N:20]([CH2:22][CH2:23][CH2:24][c:25]2[n:26][n+:27]([O-:38])[c:28]3[c:29]([n:30]2)[cH:31][c:32]2[c:36]([cH:37]3)[CH2:35][CH2:34][CH2:33]2)[CH2:21]1.[Cl:46][CH2:47][Cl:48].[F:39][C:40]([F:41])([F:42])[C:43]([OH:44])=[O:45].[F:3][C:4]([F:5])([F:7])[C:8](=[O:6])[O:9][C:10](=[O:11])[C:12]([F:13])([F:14])[F:15].[NH3:49].[OH:1][OH:2]>>[O-:6][n+:30]1[c:25]([CH2:24][CH2:23][CH2:22][N:20]2[CH2:19][CH:18]([O:17][CH3:16])[CH2:21]2)[n:26][n+:27]([O-:38])[c:28]2[c:29]1[cH:31][c:32]1[c:36]([cH:37]2)[CH2:35][CH2:34][CH2:33]1. Starting materials: Cl (HCl), [OH-].[Na+] (Sodium hydroxide), C(CCCCSCCCCCSCC)(=O)OCC (ethyl 6,12-dithiatetradecanoate), O (water). Solvent: CO (MeOH). Conditions: time 4 hour. Product: C(CCCCSCCCCCSCC)(=O)O (6,12-Dithiatetradecanoic acid). Yield: 93.9%. Reaction SMILES: [OH-].[Na+].[C:3]([O:18]CC)(=[O:17])[CH2:4][CH2:5][CH2:6][CH2:7][S:8][CH2:9][CH2:10][CH2:11][CH2:12][CH2:13][S:14][CH2:15][CH3:16].O.Cl>CO>[C:3]([OH:18])(=[O:17])[CH2:4][CH2:5][CH2:6][CH2:7][S:8][CH2:9][CH2:10][CH2:11][CH2:12][CH2:13][S:14][CH2:15][CH3:16] |f:0.1|. Procedure details: Sodium hydroxide (1 M, 6.2 mL, 6.2 mmol) was added to a solution of ethyl 6,12-dithiatetradecanoate (0.9 g, 3.1 mmol) in MeOH (15 mL). After stirring for 4 hours, water (20 mL) was added and the reaction mixture was acidified (pH 1, HCl) extracted with EtOAc (2×100 mL), and the organic phase was washed with water (20 mL), brine (20 mL), and then dried (Na2SO4). The product crystallized from n-hexane to yield the title compound as a white solid (0.77 g, 95%, mp 49.5° C.-50.0° C.). IR: 3000, 1720 ...